From a dataset of the Open Reaction Database (ORD), a public repository of structured organic reaction records. describe an organic reaction: reactants, conditions, products, and yield Reactants: ClC1=CC=C(C=C1)C1(CCN(CC1)CCC=C1CC2=C(OC3=NC=CC=C31)C=CC=C2C=O)O (4-(4-Chlorophenyl)-1-[3-(7-formyl-5,11-dihydro[1]benzoxepino[2,3-b]pyridin-5-ylidene)propyl]piperidin-4-ol), NC(=O)N (urea), C[Si](C)(C)Cl (trimethylsilyl chloride), [BH4-].[Na+] (Sodium borohydride). Run in C(C)(=O)O (acetic acid). Run at time 2 hour. Product: ClC1=CC=C(C=C1)C1(CCN(CC1)CCC=C1CC2=C(OC3=NC=CC=C31)C=CC=C2CNC(=O)N)O (4-(4-Chlorophenyl)-1-[3-(5,11-dihydro-7-ureidomethy[1]benzoxepino[2,3-b]pyridin-5-ylidene)propyl]piperidin-4-ol). Isolated yield 28.6%. As a reaction SMILES: [Cl:1][C:2]1[CH:7]=[CH:6][C:5]([C:8]2([OH:34])[CH2:13][CH2:12][N:11]([CH2:14][CH2:15][CH:16]=[C:17]3[C:27]4[C:22](=[N:23][CH:24]=[CH:25][CH:26]=4)[O:21][C:20]4[CH:28]=[CH:29][CH:30]=[C:31]([CH:32]=O)[C:19]=4[CH2:18]3)[CH2:10][CH2:9]2)=[CH:4][CH:3]=1.[NH2:35][C:36]([NH2:38])=[O:37].C[Si](Cl)(C)C.[BH4-].[Na+]>C(O)(=O)C>[Cl:1][C:2]1[CH:7]=[CH:6][C:5]([C:8]2([OH:34])[CH2:13][CH2:12][N:11]([CH2:14][CH2:15][CH:16]=[C:17]3[C:27]4[C:22](=[N:23][CH:24]=[CH:25][CH:26]=4)[O:21][C:20]4[CH:28]=[CH:29][CH:30]=[C:31]([CH2:32][NH:35][C:36]([NH2:38])=[O:37])[C:19]=4[CH2:18]3)[CH2:10][CH2:9]2)=[CH:4][CH:3]=1 |f:3.4|. Procedure: To a solution of the product of example 314 (800 mg) in acetic acid (20 ml) were added urea (2 g) and trimethylsilyl chloride (0.24 ml) at room temperature, and the mixture stirred for 2 hours. Sodium borohydride was added to the reaction mixture at room temperature, and the mixture was stirred for 1 hour. The solvent was distilled off under reduced pressure, and, chloroform, 2-propanol and water were added. The organic layer was extracted, and the solvent was distilled off under reduced pressur... Reactants: [OH-].[Na+] (sodium hydroxide), C(C1=CC=CC=C1)OCC(C(=O)OCC)(C(=O)OCC)CC(C)(C)C (Diethyl 2-benzyloxymethyl-2-(2,2-dimethylpropyl)malonate), [H-].[Al+3].[Li+].[H-].[H-].[H-] (lithium aluminium hydride). Solvent: C(C)OCC (diethyl ether), C(C)OCC (diethyl ether). Reaction conditions: time 12 hour. Yields the product C(C1=CC=CC=C1)OCC(CO)(CO)CC(C)(C)C (2-Benzyloxymethyl-2-(2,2-dimethylpropyl)-propan-1,3-diol). RXN SMILES: [CH2:1]([O:8][CH2:9][C:10]([CH2:21][C:22]([CH3:25])([CH3:24])[CH3:23])([C:16](OCC)=[O:17])[C:11](OCC)=[O:12])[C:2]1[CH:7]=[CH:6][CH:5]=[CH:4][CH:3]=1.[H-].[Al+3].[Li+].[H-].[H-].[H-].[OH-].[Na+]>C(OCC)C>[CH2:1]([O:8][CH2:9][C:10]([CH2:21][C:22]([CH3:25])([CH3:24])[CH3:23])([CH2:16][OH:17])[CH2:11][OH:12])[C:2]1[CH:7]=[CH:6][CH:5]=[CH:4][CH:3]=1 |f:1.2.3.4.5.6,7.8|. Reported procedure: Diethyl 2-benzyloxymethyl-2-(2,2-dimethylpropyl)malonate (15 g.) in dry diethyl ether (50 ml.) was added slowly to a stirred suspension of lithium aluminium hydride (7.0 g.) in dry diethyl ether (200 ml.) at 0°, under nitrogen. The mixture was stirred at room temperature for 12 hours. Aqueous sodium hydroxide solution (25 ml., 10% solution) was added carefully. The mixture was filtered and the solid was washed with diethyl ether. The filtrates were dried over anhydrous magnesium sulphate and eva... Reactants: CCOC(=O)c1cc2cc(C(=O)O)ccc2[nH]1, CCN=C=NCCCN(C)C, CC1(C)CC2CC(C)(CN2)C1, CCN(C(C)C)C(C)C, Cl, CN(C)C=O, On1nnc2ccccc21. The product is CCOC(=O)c1cc2cc(C(=O)N3CC4(C)CC3CC(C)(C)C4)ccc2[nH]1. RXN SMILES: [CH3:1][CH2:2][O:3][C:4](=[O:5])[c:6]1[nH:7][c:8]2[cH:9][cH:10][c:11]([C:15](=[O:16])[OH:17])[cH:12][c:13]2[cH:14]1.[CH3:28][CH2:29][N:30]=[C:31]=[N:32][CH2:33][CH2:34][CH2:35][N:36]([CH3:37])[CH3:38].[CH3:40][C:41]12[CH2:42][C:43]([CH3:49])([CH3:50])[CH2:44][CH:45]([NH:46][CH2:47]1)[CH2:48]2.[CH:51]([N:52]([CH2:53][CH3:54])[CH:55]([CH3:56])[CH3:57])([CH3:58])[CH3:59].[ClH:39].[O:60]=[CH:61][N:62]([CH3:63])[CH3:64].[OH:18][n:19]1[c:20]2[c:21]([cH:22][cH:23][cH:24][cH:25]2)[n:26][n:27]1>>[CH3:1][CH2:2][O:3][C:4](=[O:5])[c:6]1[nH:7][c:8]2[cH:9][cH:10][c:11]([C:15](=[O:17])[N:46]3[CH:45]4[CH2:44][C:43]([CH3:49])([CH3:50])[CH2:42][C:41]([CH3:40])([CH2:47]3)[CH2:48]4)[cH:12][c:13]2[cH:14]1. Reactants: IC (Iodomethane), FC1=C(OC2=C(C=NC(=C2)NC=2SC=C(N2)C)O)C(=CC=C1)F (4-(2,6-difluorophenoxy)-6-(4-methylthiazol-2-ylamino)pyridin-3-ol), C([O-])([O-])=O.[K+].[K+] (potassium carbonate). Solvent: CN(C)C=O (DMF). Reaction conditions: time 8 hour. Product: FC1=C(OC2=CC(=NC=C2OC)NC=2SC=C(N2)C)C(=CC=C1)F (N-(4-(2,6-difluorophenoxy)-5-methoxypyridin-2-yl)-4-methylthiazol-2-amine). Reaction SMILES: IC.[F:3][C:4]1[CH:24]=[CH:23][CH:22]=[C:21]([F:25])[C:5]=1[O:6][C:7]1[CH:12]=[C:11]([NH:13][C:14]2[S:15][CH:16]=[C:17]([CH3:19])[N:18]=2)[N:10]=[CH:9][C:8]=1[OH:20].[C:26](=O)([O-])[O-].[K+].[K+]>CN(C=O)C>[F:3][C:4]1[CH:24]=[CH:23][CH:22]=[C:21]([F:25])[C:5]=1[O:6][C:7]1[C:8]([O:20][CH3:26])=[CH:9][N:10]=[C:11]([NH:13][C:14]2[S:15][CH:16]=[C:17]([CH3:19])[N:18]=2)[CH:12]=1 |f:2.3.4|. Reported procedure: Iodomethane (0.0362 g, 0.255 mmol) is added to a mixture of 4-(2,6-difluorophenoxy)-6-(4-methylthiazol-2-ylamino)pyridin-3-ol (0.255 mmol and potassium carbonate (0.0794 g, 0.574 mmol) in DMF (3 mL) and stirred overnight at room temperature. The reaction mixture is partitioned between water and ether. The organic layer is washed with water, dried, and concentrated. The residue is purified by silica gel chromatography, eluting with 15-20% EtOAc in hexanes, to afford N-(4-(2,6-difluorophenoxy)-5-m... The reactants are ClC1=CC=C(CCl)C=C1 (p-Chlorobenzyl chloride), C(=O)([O-])[O-].[K+].[K+] (K2CO3), NC1CNCCCC1 (3-aminohomopiperidine). Solvent: C(C)#N (acetonitrile). Reaction conditions: temperature 70 celsius. Product: NC1CN(CCCC1)CC1=CC=C(C=C1)Cl (3-amino-1-(4-chlorobenzyl)homopiperidine). Isolated yield 92.3%. Reaction SMILES: [Cl:1][C:2]1[CH:9]=[CH:8][C:5]([CH2:6]Cl)=[CH:4][CH:3]=1.C([O-])([O-])=O.[K+].[K+].[NH2:16][CH:17]1[CH2:23][CH2:22][CH2:21][CH2:20][NH:19][CH2:18]1>C(#N)C>[NH2:16][CH:17]1[CH2:23][CH2:22][CH2:21][CH2:20][N:19]([CH2:6][C:5]2[CH:8]=[CH:9][C:2]([Cl:1])=[CH:3][CH:4]=2)[CH2:18]1 |f:1.2.3|. Procedure details: p-Chlorobenzyl chloride (463 mg, 2.9 mmol) and K2CO3 (828 g, 6 mmol) were added to an acetonitrile (45 mL) solution of 3-aminohomopiperidine (1.71 g, 15 mmol), and the resulting mixture was stirred at 70° C. with heating for 9 hours, cooled to 25° C. and concentrated to afford a yellow solid. The resulting residue was partitioned between H2O (5 mL) and ethyl acetate (50 mL) and the aqueous layer was extracted with ethyl acetate (50 mL×2). The organic layers were combined, washed with brine (20 m... Reactants: ClC1=CC=C(C=C1)C(CCCC)N1CC(C1)=C(C(C)(O)C)C1=CC(=CC(=C1)F)F (1{-1-[1-(4-chlorophenyl)pentyl]azetidin-3-ylidene}-1-(3,5-difluorophenyl)-2-methylpropan-2-ol), C(C)(C)N(C(C)C)CC (N,N-diisopropylethylamine), CS(=O)(=O)Cl (methanesulfonyl chloride), FC=1C=C(C=C(C1)F)CC#N (3,5-difluorophenylacetonitrile), C(CCC)[Li] (butyllithium). The reagents and catalysts are CN(C1=CC=NC=C1)C (4-dimethylaminopyridine). Solvent: C1CCOC1 (THF), CCOCC (ether), C1CCOC1 (THF). Conditions: temperature -78 celsius, time 30 minute. Yields the product ClC1=CC=C(C=C1)C(N1CC(C1)=C(C#N)C1=CC(=CC(=C1)F)F)C1=CC=C(C=C1)Cl ({1-[bis(4-chlorophenyl)methyl]azetidin-3-ylidene}(3,5-difluorophenyl)acetonitrile). Reaction SMILES: [F:1][C:2]1[CH:3]=[C:4]([CH2:9][C:10]#[N:11])[CH:5]=[C:6]([F:8])[CH:7]=1.C([Li])C[CH2:14][CH3:15].[Cl:17][C:18]1[CH:23]=[CH:22][C:21]([CH:24]([N:29]2[CH2:32][C:31](=C(C3C=C(F)C=C(F)C=3)C(C)(O)C)[CH2:30]2)[CH2:25][CH2:26][CH2:27][CH3:28])=[CH:20][CH:19]=1.C(N(CC)C(C)C)(C)C.CS([Cl:59])(=O)=O>C1COCC1.CN(C)C1C=CN=CC=1.CCOCC>[Cl:59][C:28]1[CH:27]=[CH:26][C:25]([CH:24]([C:21]2[CH:20]=[CH:19][C:18]([Cl:17])=[CH:23][CH:22]=2)[N:29]2[CH2:30][C:31](=[C:9]([C:4]3[CH:3]=[C:2]([F:1])[CH:7]=[C:6]([F:8])[CH:5]=3)[C:10]#[N:11])[CH2:32]2)=[CH:15][CH:14]=1. Procedure details: To a solution of 540 mg (3.53 mmol) of 3,5-difluorophenylacetonitrile in 8 mL of THF a solution of 1.41 mL (3.53 mmol) of butyllithium (2.5M solution in hexanes) was added and it was stirred for 30 minutes at −78° C. Then a solution of 985 mg (3.21 mmol) of 1-[bis(4-chlorophenyl)methyl]azetidin-3-one (1) in THF was added and it was stirred for 3 h at −78° C. Then 510 mg (4.17 mmol) of 4-dimethylaminopyridine, 840 uL(4.82 mmol) of N,N-diisopropylethylamine and 558 uL (7.06 mmol) of methanesulfony... The reactants are Br[C@@H]1C[C@H]2[C@@H]3CCC([C@@]3(C)CC[C@@H]2[C@]2(C3[C@@H](C(C=C12)=O)C3)C)=O (6β-Bromo-1,2β-methylenandrost-4-ene-3,17-dione), C1=CC=NC=C1.F (pyridinium poly (hydrogen fluoride)). The reagents and catalysts are [Hg]=O (mercury (II) oxide). The product is F[C@@H]1C[C@H]2[C@@H]3CCC([C@@]3(C)CC[C@@H]2[C@]2(C3[C@@H](C(C=C12)=O)C3)C)=O (6β-fluoro-1,2β-methylenandrost-4-ene-3,17-dione). Yield: 50.0%. As a reaction SMILES: Br[C@H:2]1[C:19]2[C@:14]([CH3:22])([CH:15]3[CH2:21][C@@H:16]3[C:17](=[O:20])[CH:18]=2)[C@@H:13]2[C@H:4]([C@H:5]3[C@@:9]([CH2:11][CH2:12]2)([CH3:10])[C:8](=[O:23])[CH2:7][CH2:6]3)[CH2:3]1.C1C=CN=CC=1.[FH:30]>[Hg]=O>[F:30][C@H:2]1[C:19]2[C@:14]([CH3:22])([CH:15]3[CH2:21][C@@H:16]3[C:17](=[O:20])[CH:18]=2)[C@@H:13]2[C@H:4]([C@H:5]3[C@@:9]([CH2:11][CH2:12]2)([CH3:10])[C:8](=[O:23])[CH2:7][CH2:6]3)[CH2:3]1 |f:1.2|. Reported procedure: 6β-Bromo-1,2β-methylenandrost-4-ene-3,17-dione (0.72 g, 1.9 mmol) is added to a vigorously stirred suspension of yellow mercury (II) oxide (0.83 g, 3.8 mmol) in pyridinium poly (hydrogen fluoride) (7 ml) at room temperature. After 3 hours the mixture is poured onto crushed ice and extracted with dichloromethane. The combined extracts are washed with water, dried and evaporated in vacuo. The residue is chromatographed twice on silica gel using benzene/ethyl ether as eluant to yield pure 6β-fluoro... Reactants: ClC1=C(N=CN1COCC[Si](C)(C)C)C(=O)NCC1=C(C(=C(C=C1)CC)OC1=CC(=CC(=C1)C#N)Cl)F (5-chloro-N-({3-[(3-chloro-5-cyanophenyl)oxy]-4-ethyl-2-fluorophenyl}methyl)-1-({[2-(trimethylsilyl)ethyl]oxy}methyl)-1H-imidazole-4-carboxamide), C(=O)(C(F)(F)F)O (TFA). Yields the product ClC=1N=CNC1C(=O)NCC1=C(C(=C(C=C1)CC)OC1=CC(=CC(=C1)C#N)Cl)F (4-chloro-N-({3-[(3-chloro-5-cyanophenyl)oxy]-4-ethyl-2-fluorophenyl}methyl)-1H-imidazole-5-carboxamide). Isolated yield 63.9%. As a reaction SMILES: [Cl:1][C:2]1[N:6](COCC[Si](C)(C)C)[CH:5]=[N:4][C:3]=1[C:15]([NH:17][CH2:18][C:19]1[CH:24]=[CH:23][C:22]([CH2:25][CH3:26])=[C:21]([O:27][C:28]2[CH:33]=[C:32]([C:34]#[N:35])[CH:31]=[C:30]([Cl:36])[CH:29]=2)[C:20]=1[F:37])=[O:16].C(O)(C(F)(F)F)=O>>[Cl:1][C:2]1[N:6]=[CH:5][NH:4][C:3]=1[C:15]([NH:17][CH2:18][C:19]1[CH:24]=[CH:23][C:22]([CH2:25][CH3:26])=[C:21]([O:27][C:28]2[CH:33]=[C:32]([C:34]#[N:35])[CH:31]=[C:30]([Cl:36])[CH:29]=2)[C:20]=1[F:37])=[O:16]. Procedure: A solution of 5-chloro-N-({3-[(3-chloro-5-cyanophenyl)oxy]-4-ethyl-2-fluorophenyl}methyl)-1-({[2-(trimethylsilyl)ethyl]oxy}methyl)-1H-imidazole-4-carboxamide (0.12 g, 0.213 mmol) and TFA (1.641 ml, 21.29 mmol) were stirred at RT under an atmosphere of nitrogen for 16 h then the solution was concentrated under vacuum. The material was purified by Reverse Phase HPLC (MeCN/water+0.1% TFA). The desired product was washed with saturated NaHCO3 solution and extracted with ethyl acetate. The organic la...